This data is from the Open Reaction Database (ORD), a public repository of structured organic reaction records. The task is: describe an organic reaction: reactants, conditions, products, and yield The reactants are O=C([O-])[O-], CS(=O)(=O)c1ccc(O)cn1, CN(C)C=O, C=Cc1cc(F)ccc1[N+](=O)[O-], [K+], [K+]. Yields the product C=Cc1cc(Oc2ccc(S(C)(=O)=O)nc2)ccc1[N+](=O)[O-]. Reaction SMILES: [C:24](=[O:25])([O-:26])[O-:27].[CH3:13][S:14](=[O:15])(=[O:16])[c:17]1[cH:18][cH:19][c:20]([OH:23])[cH:21][n:22]1.[CH3:30][N:31]([CH3:32])[CH:33]=[O:34].[CH:1](=[CH2:2])[c:3]1[c:4]([N+:10](=[O:11])[O-:12])[cH:5][cH:6][c:7]([F:9])[cH:8]1.[K+:28].[K+:29]>>[CH:1](=[CH2:2])[c:3]1[c:4]([N+:10](=[O:11])[O-:12])[cH:5][cH:6][c:7]([O:23][c:20]2[cH:19][cH:18][c:17]([S:14]([CH3:13])(=[O:15])=[O:16])[n:22][cH:21]2)[cH:8]1. Starting materials: CC(C)c1nc(-c2cccc(NS(=O)(=O)c3c(F)cccc3F)c2)c(-c2ccnc(Cl)n2)s1, CC(C)c1nc(-c2ccc(F)c(N)c2)c(-c2ccnc(Cl)n2)s1, O=S(=O)(Cl)c1cccc(F)c1. The product is CC(C)c1nc(-c2ccc(F)c(NS(=O)(=O)c3cccc(F)c3)c2)c(-c2ccnc(Cl)n2)s1. Reaction SMILES: [Cl:1][c:2]1[n:3][c:4](-[c:5]2[s:6][c:7]([CH:8]([CH3:9])[CH3:10])[n:11][c:12]2-[c:13]2[cH:14][c:15]([NH:16][S:17]([c:18]3[c:19]([F:20])[cH:21][cH:22][cH:23][c:24]3[F:25])(=[O:26])=[O:27])[cH:28][cH:29][cH:30]2)[cH:31][cH:32][n:33]1.[Cl:34][c:35]1[n:36][cH:37][cH:38][c:39](-[c:41]2[c:42](-[c:49]3[cH:50][cH:51][c:52]([F:56])[c:53]([NH2:54])[cH:55]3)[n:43][c:44]([CH:46]([CH3:47])[CH3:48])[s:45]2)[n:40]1.[F:57][c:58]1[cH:59][c:60]([S:64](=[O:65])(=[O:66])[Cl:67])[cH:61][cH:62][cH:63]1>>[Cl:34][c:35]1[n:36][cH:37][cH:38][c:39](-[c:41]2[c:42](-[c:49]3[cH:50][cH:51][c:52]([F:56])[c:53]([NH:54][S:64]([c:60]4[cH:59][c:58]([F:57])[cH:63][cH:62][cH:61]4)(=[O:65])=[O:66])[cH:55]3)[n:43][c:44]([CH:46]([CH3:47])[CH3:48])[s:45]2)[n:40]1. Starting materials: C(=O)C1=NC=CC(=C1)C(=O)OCC (ethyl 2-formylpyridine-4-carboxylate), NCC(=O)N(CC)CCN(C)C (2-amino-N-[2-(dimethylamino)ethyl]-N-ethylacetamide). The product is CN(CCN(C(=O)CNCC1=NC=CC(=C1)C(=O)OCC)CC)C (Ethyl 2-{[({[2-(dimethylamino)ethyl](ethyl)carbamoyl}methyl)amino]methyl}pyridine-4-carboxylate). As a reaction SMILES: [CH:1]([C:3]1[CH:8]=[C:7]([C:9]([O:11][CH2:12][CH3:13])=[O:10])[CH:6]=[CH:5][N:4]=1)=O.[NH2:14][CH2:15][C:16]([N:18]([CH2:21][CH2:22][N:23]([CH3:25])[CH3:24])[CH2:19][CH3:20])=[O:17]>>[CH3:24][N:23]([CH3:25])[CH2:22][CH2:21][N:18]([CH2:19][CH3:20])[C:16]([CH2:15][NH:14][CH2:1][C:3]1[CH:8]=[C:7]([C:9]([O:11][CH2:12][CH3:13])=[O:10])[CH:6]=[CH:5][N:4]=1)=[O:17]. Procedure: By General Procedure A from ethyl 2-formylpyridine-4-carboxylate and 2-amino-N-[2-(dimethylamino)ethyl]-N-ethylacetamide. 1H NMR (300 MHz, CDCl3), δ ppm: 3.47-3.32 (m, 4H), 3.27-3.20 (m, 2H), 2.44-2.35 (m, 2H), 2.22 (s, 6H), 1.53 (s, 2H), 1.15-1.06 (m, 3H). The reactants are C(C)(=O)OC(C)=O (acetic anhydride), CC1(C=CC2=C(O1)C=C(C=C2)[N+](=O)[O-])C (2,2-Dimethyl-7-nitro-2H-benzo[b]pyran). Reagents/catalysts: [Fe] (iron). Solvent: C(C)(=O)O (acetic acid). Reaction conditions: temperature 120 celsius. Product: C(C)(=O)NC=1C=CC2=C(OC(C=C2)(C)C)C1 (7-acetamido-2-,2-dimethyl-2H-benzo[b]pyran). RXN SMILES: [CH3:1][C:2]1([CH3:15])[O:7][C:6]2[CH:8]=[C:9]([N+:12]([O-])=O)[CH:10]=[CH:11][C:5]=2[CH:4]=[CH:3]1.[C:16](OC(=O)C)(=[O:18])[CH3:17]>[Fe].C(O)(=O)C>[C:16]([NH:12][C:9]1[CH:10]=[CH:11][C:5]2[CH:4]=[CH:3][C:2]([CH3:15])([CH3:1])[O:7][C:6]=2[CH:8]=1)(=[O:18])[CH3:17]. Procedure details: 2,2-Dimethyl-7-nitro-2H-benzo[b]pyran (40.00 g, the preparation of which is disclosed in British Pat. No. 1,548,222), glacial acetic acid (200 ml), acetic anhydride (120 ml) and electrolytic iron powder (88 g) were stirred and heated at 120° C. for 16 hours. Dilution with water, extraction via chloroform followed by washing of the organic layer with water and sodium bicarbonate solution, drying evaporation etc., gave a crude gum which was chromatographed on a silica gel column using ethyl acetat... Reactants: O=C(O)c1cc(-c2ccc3c(c2)CCO3)nn(Cc2ccc(F)cc2)c1=O, O=c1c(CO)cc(-c2ccc3c(c2)CCO3)nn1CC1CC1. The product is O=c1c(CO)cc(-c2ccc3c(c2)CCO3)nn1Cc1ccc(F)cc1. As a reaction SMILES: [C:23](=[O:24])([OH:25])[c:26]1[c:27](=[O:49])[n:28]([CH2:41][c:42]2[cH:43][cH:44][c:45]([F:48])[cH:46][cH:47]2)[n:29][c:30](-[c:32]2[cH:33][cH:34][c:35]3[c:36]([cH:40]2)[CH2:37][CH2:38][O:39]3)[cH:31]1.[CH:1]1([CH2:2][n:3]2[c:4](=[O:5])[c:6]([CH2:7][OH:8])[cH:9][c:10](-[c:11]3[cH:12][cH:13][c:14]4[c:18]([cH:19]3)[CH2:17][CH2:16][O:15]4)[n:20]2)[CH2:21][CH2:22]1>>[CH2:23]([OH:24])[c:26]1[c:27](=[O:49])[n:28]([CH2:41][c:42]2[cH:43][cH:44][c:45]([F:48])[cH:46][cH:47]2)[n:29][c:30](-[c:32]2[cH:33][cH:34][c:35]3[c:36]([cH:40]2)[CH2:37][CH2:38][O:39]3)[cH:31]1. Reactants: C(C)OC(=O)C1CN=C(C2=C(C=C(C=C12)OC)OC)CN1C(C2=CC=CC=C2C1=O)=O (1-(1,3-dioxo-1,3-dihydro-isoindol-2-ylmethyl)-6,8-dimethoxy-3,4-dihydro-isoquinoline-4-carboxylic acid ethyl ester), O (water). Reagents/catalysts: O=[Mn]=O (MnO2). Run in C1=CC=CC=C1 (benzene). Conditions: time 4 hour. The product is C(C)OC(=O)C1=CN=C(C2=C(C=C(C=C12)OC)OC)CN1C(C2=CC=CC=C2C1=O)=O (1-(1,3-dioxo-1,3-dihydro-isoindol-2-ylmethyl)-6,8-dimethoxy-isoquinoline-4-carboxylic acid ethyl ester). The yield is 87.6%. RXN SMILES: [CH2:1]([O:3][C:4]([CH:6]1[C:15]2[C:10](=[C:11]([O:18][CH3:19])[CH:12]=[C:13]([O:16][CH3:17])[CH:14]=2)[C:9]([CH2:20][N:21]2[C:29](=[O:30])[C:28]3[C:23](=[CH:24][CH:25]=[CH:26][CH:27]=3)[C:22]2=[O:31])=[N:8][CH2:7]1)=[O:5])[CH3:2].O>C1C=CC=CC=1.O=[Mn]=O>[CH2:1]([O:3][C:4]([C:6]1[C:15]2[C:10](=[C:11]([O:18][CH3:19])[CH:12]=[C:13]([O:16][CH3:17])[CH:14]=2)[C:9]([CH2:20][N:21]2[C:22](=[O:31])[C:23]3[C:28](=[CH:27][CH:26]=[CH:25][CH:24]=3)[C:29]2=[O:30])=[N:8][CH:7]=1)=[O:5])[CH3:2]. Procedure details: Silica gel (5 g) and MnO2 (4.60 g, 52.9 mmol) were ground to a homogenous consistency and the mixture was added to a solution of 1-(1,3-dioxo-1,3-dihydro-isoindol-2-ylmethyl)-6,8-dimethoxy-3,4-dihydro-isoquinoline-4-carboxylic acid ethyl ester (Note 1) (1.39 g, 3.53 mmol) in 180 mL of benzene. The reaction flask, equipped with a Dean-Stark trap and a condenser, was then heated to 100° C., with azeotropic removal of water (18 ml). After 4 hours, the reaction was cooled to room temperature and fil... The reactants are [OH-].[Na+] (sodium hydroxide), [N+](=O)(O)[O-] (Nitric acid), BrC=1C(=CC(=NC1)N)C (5-bromo-4-methylpyridine-2-amine), ice water. Run in S(O)(O)(=O)=O (sulfuric acid). Reaction conditions: time 3 hour. The product is BrC=1C(=C(C(=NC1)N)[N+](=O)[O-])C (5-Bromo-4-methyl-3-nitropyridin-2-amine). As a reaction SMILES: [N+:1]([O-:4])(O)=[O:2].[Br:5][C:6]1[C:7]([CH3:13])=[CH:8][C:9]([NH2:12])=[N:10][CH:11]=1.[OH-].[Na+]>S(=O)(=O)(O)O>[Br:5][C:6]1[C:7]([CH3:13])=[C:8]([N+:1]([O-:4])=[O:2])[C:9]([NH2:12])=[N:10][CH:11]=1 |f:2.3|. Reported procedure: Nitric acid (0.7 ml) was added dropwise to a solution of 5-bromo-4-methylpyridine-2-amine (2.0 g) in concentrated sulfuric acid (8.7 ml) at 55° C. over 30 minutes, and the mixture was stirred at the same temperature for 3 hours. After further stirring at room temperature for 2 hours, the reaction solution was poured into ice water. A 50% aqueous sodium hydroxide solution was added, and the resulting precipitate was collected by filtration, washed with distilled water and then dried under reduced... Reaction SMILES: [C:11](=[O:12])([O-:13])[O-:14].[CH3:17][I:18].[CH3:19][C:20](=[O:21])[CH3:22].[CH3:1][c:2]1[cH:3][c:4]([OH:10])[cH:5][c:6]([CH3:9])[c:7]1[I:8].[K+:15].[K+:16]>>[CH3:1][c:2]1[cH:3][c:4]([O:10][CH3:11])[cH:5][c:6]([CH3:9])[c:7]1[I:8]. Starting materials: O=C([O-])[O-], CI, CC(C)=O, Cc1cc(O)cc(C)c1I, [K+], [K+]. Product: COc1cc(C)c(I)c(C)c1.